From a dataset of the Open Reaction Database (ORD), a public repository of structured organic reaction records. describe an organic reaction: reactants, conditions, products, and yield Reactants: IC=1SC=CC1 (2-Iodothiophene), FC1=CC=C(C=C1)B(O)O (4-fluorophenylboronic acid). Yields the product FC1=CC=C(C=C1)C=1SC=CC1 (2-(4-fluorophenyl)thiophene). As a reaction SMILES: I[C:2]1[S:3][CH:4]=[CH:5][CH:6]=1.[F:7][C:8]1[CH:13]=[CH:12][C:11](B(O)O)=[CH:10][CH:9]=1>>[F:7][C:8]1[CH:13]=[CH:12][C:11]([C:2]2[S:3][CH:4]=[CH:5][CH:6]=2)=[CH:10][CH:9]=1. Procedure details: 2-Iodothiophene and 4-fluorophenylboronic acid were treated in a manner similar to Reference Example 26-(2) to give 2-(4-fluorophenyl)thiophene as colorless powder. The reactants are [BH4-], CO, CCc1c(C=O)[nH]c(=O)c(I)c1Oc1cc(C)cc(C)c1, [Na+], O. Yields the product CCc1c(CO)[nH]c(=O)c(I)c1Oc1cc(C)cc(C)c1. RXN SMILES: [BH4-:1].[CH3:25][OH:26].[CH3:3][c:4]1[cH:5][c:6]([O:7][c:8]2[c:9]([CH2:18][CH3:19])[c:10]([CH:16]=[O:17])[nH:11][c:12](=[O:15])[c:13]2[I:14])[cH:20][c:21]([CH3:23])[cH:22]1.[Na+:2].[OH2:24]>>[CH3:3][c:4]1[cH:5][c:6]([O:7][c:8]2[c:9]([CH2:18][CH3:19])[c:10]([CH2:16][OH:17])[nH:11][c:12](=[O:15])[c:13]2[I:14])[cH:20][c:21]([CH3:23])[cH:22]1. Starting materials: CC(CNC(C)(C)CC(=O)NC1CCc2ccccc2N(Cc2ccc(-c3ccccc3CNC(=O)OC(C)(C)C)cc2)C1=O)OCc1ccccc1, CO, Cl. Product: CC(O)CNC(C)(C)CC(=O)NC1CCc2ccccc2N(Cc2ccc(-c3ccccc3CNC(=O)OC(C)(C)C)cc2)C1=O. As a reaction SMILES: [CH2:1]([c:2]1[cH:3][cH:4][cH:5][cH:6][cH:7]1)[O:8][CH:9]([CH2:10][NH:11][C:12]([CH2:13][C:14](=[O:15])[NH:16][CH:17]1[C:18](=[O:50])[N:19]([CH2:28][c:29]2[cH:30][cH:31][c:32](-[c:35]3[c:36]([CH2:41][NH:42][C:43](=[O:44])[O:45][C:46]([CH3:47])([CH3:48])[CH3:49])[cH:37][cH:38][cH:39][cH:40]3)[cH:33][cH:34]2)[c:20]2[c:21]([cH:24][cH:25][cH:26][cH:27]2)[CH2:22][CH2:23]1)([CH3:51])[CH3:52])[CH3:53].[CH3:55][OH:56].[ClH:54]>>[OH:8][CH:9]([CH2:10][NH:11][C:12]([CH2:13][C:14](=[O:15])[NH:16][CH:17]1[C:18](=[O:50])[N:19]([CH2:28][c:29]2[cH:30][cH:31][c:32](-[c:35]3[c:36]([CH2:41][NH:42][C:43](=[O:44])[O:45][C:46]([CH3:47])([CH3:48])[CH3:49])[cH:37][cH:38][cH:39][cH:40]3)[cH:33][cH:34]2)[c:20]2[c:21]([cH:24][cH:25][cH:26][cH:27]2)[CH2:22][CH2:23]1)([CH3:51])[CH3:52])[CH3:53]. Product: COCCN(C)CC1=CC=C(N)C=C1 (4-((N-(2-methoxyethyl)-N-methylamino)methyl)aniline). Reported procedure: In acetic acid (100 ml) was dissolved N-(2-methoxyethyl)-N-methyl-4-nitrobenzylamine (5.9 g), and to the mixture was added reduced iron (7.5 g) little by little. The mixture was stirred at room temperature overnight, and the solvent was evaporated. To the residue was added ethyl acetate, and precipitates were filtered off. The filtrate was washed with sodium hydroxide solution, water and saturated brine, and dried with anhydrous magnesium sulfate. Under reduced pressure, the solvent was evaporat... Starting materials: COCCN(C)CC1=CC=C(C=C1)[N+](=O)[O-] (N-(2-methoxyethyl)-N-methyl-4-nitrobenzylamine), reduced iron. Isolated yield 66.5%. Reaction conditions: time 8 hour. Run in C(C)(=O)O (acetic acid). As a reaction SMILES: [CH3:1][O:2][CH2:3][CH2:4][N:5]([CH2:7][C:8]1[CH:13]=[CH:12][C:11]([N+:14]([O-])=O)=[CH:10][CH:9]=1)[CH3:6]>C(O)(=O)C>[CH3:1][O:2][CH2:3][CH2:4][N:5]([CH2:7][C:8]1[CH:9]=[CH:10][C:11]([NH2:14])=[CH:12][CH:13]=1)[CH3:6]. Reactants: ClC=1C=CC(=C(C1)CNCC1=C(C=CC=C1OC)OC)[N+](=O)[O-] (1-(5-Chloro-2-nitrophenyl)-N-(2,6-dimethoxybenzyl)methanamine), N#CBr (cyanogen bromide). Solvent: O1CCOCC1 (dioxane), O1CCOCC1 (dioxane). Reaction conditions: time 12 hour. Product: ClC=1C=C2CN(C(=NC2=CC1)N)CC1=C(C=CC=C1OC)OC (6-Chloro-3-(2,6-dimethoxybenzyl)-3,4-dihydroquinazolin-2-amine). Isolated yield 122.3%. As a reaction SMILES: [Cl:1][C:2]1[CH:3]=[CH:4][C:5]([N+:21]([O-])=O)=[C:6]([CH2:8][NH:9][CH2:10][C:11]2[C:16]([O:17][CH3:18])=[CH:15][CH:14]=[CH:13][C:12]=2[O:19][CH3:20])[CH:7]=1.[N:24]#[C:25]Br>O1CCOCC1>[Cl:1][C:2]1[CH:7]=[C:6]2[C:5](=[CH:4][CH:3]=1)[N:21]=[C:25]([NH2:24])[N:9]([CH2:10][C:11]1[C:16]([O:17][CH3:18])=[CH:15][CH:14]=[CH:13][C:12]=1[O:19][CH3:20])[CH2:8]2. Procedure details: 1-(5-Chloro-2-nitrophenyl)-N-(2,6-dimethoxybenzyl)methanamine (6.50 g, 21.2 mmol) was dissolved in 160 mL dioxane and cyanogen bromide (3.24 g, 29.6 mmol) dissolved in 20 mL dioxane was added. A slightly yellowish suspension was formed immediately. The reaction mixture was heated for 2 hours at reflux. The entire reaction mixture was completely dissolved at 85° C. and a colorless precipitate began to form at 75° C. The mixture was cooled to room temperature and stirring was continued for 12 hour... The reactants are O (water), ceric ammonium nitrate, COC1=C(CN[C@H]2CC[C@H](CC2)NS(=O)(=O)C2=CC=C(C=C2)C2=C(C=C(C=C2)F)F)C=CC(=C1)OC (N-(cis-4-(2,4-Dimethoxybenzylamino)cyclohexyl)-2′,4′-difluorobiphenyl-4-sulfonamide). The solvent is CCOC(=O)C (EtOAc), C(C)#N (acetonitrile). Run at temperature 50 celsius, time 8 hour. The product is N[C@H]1CC[C@H](CC1)NS(=O)(=O)C1=CC=C(C=C1)C1=C(C=C(C=C1)F)F (N-(cis-4-Aminocyclohexyl)-2′,4′-difluorobiphenyl-4-sulfonamide). The yield is 24.6%. Reaction SMILES: COC1C=C(OC)C=CC=1C[NH:6][C@@H:7]1[CH2:12][CH2:11][C@H:10]([NH:13][S:14]([C:17]2[CH:22]=[CH:21][C:20]([C:23]3[CH:28]=[CH:27][C:26]([F:29])=[CH:25][C:24]=3[F:30])=[CH:19][CH:18]=2)(=[O:16])=[O:15])[CH2:9][CH2:8]1.O>C(#N)C.CCOC(C)=O>[NH2:6][C@@H:7]1[CH2:12][CH2:11][C@H:10]([NH:13][S:14]([C:17]2[CH:18]=[CH:19][C:20]([C:23]3[CH:28]=[CH:27][C:26]([F:29])=[CH:25][C:24]=3[F:30])=[CH:21][CH:22]=2)(=[O:16])=[O:15])[CH2:9][CH2:8]1. Procedure details: N-(cis-4-(2,4-Dimethoxybenzylamino)cyclohexyl)-2′,4′-difluorobiphenyl-4-sulfonamide (see ABD787a) (52 mg, 0.10 mmol) was stirred in acetonitrile (3 mL) and water (1 mL) and ceric ammonium nitrate (144 mg, 0.26 mmol) was added. The mixture was stirred at 50° C. overnight and then diluted with EtOAc (15 mL) and washed with water (2×5 mL). The washings were extracted with EtOAc (5 mL) and the combined organics were dried over MgSO4. After evaporation of the solvents, the residue was loaded onto a 1... The reactants are O=C(Cl)Oc1ccccc1, COCCOc1cc2nccc(Oc3ccc(N)c(Cl)c3)c2cc1C(=O)OC, C1CCOC1, O, c1ccncc1. Yields the product COCCOc1cc2nccc(Oc3ccc(NC(=O)Oc4ccccc4)c(Cl)c3)c2cc1C(=O)OC. Reaction SMILES: [Cl:40][C:41](=[O:42])[O:43][c:44]1[cH:45][cH:46][cH:47][cH:48][cH:49]1.[NH2:1][c:2]1[c:3]([Cl:28])[cH:4][c:5]([O:6][c:7]2[cH:8][cH:9][n:10][c:11]3[cH:12][c:13]([O:21][CH2:22][CH2:23][O:24][CH3:25])[c:14]([C:17](=[O:18])[O:19][CH3:20])[cH:15][c:16]23)[cH:26][cH:27]1.[O:35]1[CH2:36][CH2:37][CH2:38][CH2:39]1.[OH2:50].[cH:29]1[cH:30][cH:31][n:32][cH:33][cH:34]1>>[NH:1]([c:2]1[c:3]([Cl:28])[cH:4][c:5]([O:6][c:7]2[cH:8][cH:9][n:10][c:11]3[cH:12][c:13]([O:21][CH2:22][CH2:23][O:24][CH3:25])[c:14]([C:17](=[O:18])[O:19][CH3:20])[cH:15][c:16]23)[cH:26][cH:27]1)[C:41](=[O:42])[O:43][c:44]1[cH:45][cH:46][cH:47][cH:48][cH:49]1.